This data is from the Open Reaction Database (ORD), a public repository of structured organic reaction records. The task is: describe an organic reaction: reactants, conditions, products, and yield Starting materials: CCO, CS(=O)(=O)NC(=O)c1cccc([N+](=O)[O-])c1, O. Product: CS(=O)(=O)NC(=O)c1cccc(N)c1. Reaction SMILES: [CH3:17][CH2:18][OH:19].[CH3:1][S:2](=[O:3])(=[O:4])[NH:5][C:6](=[O:7])[c:8]1[cH:9][c:10]([N+:14]([O-:15])=[O:16])[cH:11][cH:12][cH:13]1.[OH2:20]>>[CH3:1][S:2](=[O:3])(=[O:4])[NH:5][C:6](=[O:7])[c:8]1[cH:9][c:10]([NH2:14])[cH:11][cH:12][cH:13]1. Reactants: C,H,Br,S, BrCC=1C2=CC3=C(C4=C(O3)C=CC=C4)C=C2C=CC1 (7-Bromomethyl-benzo[b]naphtho[2,3-d]furan), CC1=CC2=C(SC3=C2C=2C=CC=CC2C=C3)C=C1 (10-methyl-benzo[b]naphtho[1,2-d]thiophene). Solvent: C(Cl)Cl (CH2Cl2). Yields the product BrCC1=CC2=C(SC3=C2C=2C=CC=CC2C=C3)C=C1 (10-(bromomethyl)-benzo[b]naphtho[1,2-d]thiophene). Isolated yield 39.0%. As a reaction SMILES: [Br:1]CC1C2C(C=CC=1)=CC1C3C=CC=CC=3OC=1C=2.[CH3:20][C:21]1[CH:37]=[CH:36][C:24]2[S:25][C:26]3[CH:35]=[CH:34][C:33]4[CH:32]=[CH:31][CH:30]=[CH:29][C:28]=4[C:27]=3[C:23]=2[CH:22]=1>C(Cl)Cl>[Br:1][CH2:20][C:21]1[CH:37]=[CH:36][C:24]2[S:25][C:26]3[CH:35]=[CH:34][C:33]4[CH:32]=[CH:31][CH:30]=[CH:29][C:28]=4[C:27]=3[C:23]=2[CH:22]=1. Procedure details: Using the procedure outlined in 6A, 10-methyl-benzo[b]naphtho[1,2-d]thiophene (H. G. Pars Pharmaceutical Laboratories, Inc.) gave a 39.0% yield of 10-(bromomethyl)-benzo[b]naphtho[1,2-d]thiophene, mp 202°-203°, (CH2Cl2), (C,H,Br,S). Run in C(C)(C)O (isopropyl alcohol), C(C)(C)O (isopropyl alcohol). As a reaction SMILES: [Cl:1][C:2]1[CH:9]=[C:8]([Cl:10])[CH:7]=[CH:6][C:3]=1[CH:4]=O.[Cl:11][CH2:12][C:13](=[O:20])[CH2:14][C:15]([O:17][CH2:18][CH3:19])=[O:16].C(N)C1C=CC=CC=1.C(O)(=O)C>C(O)(C)C>[Cl:1][C:2]1[CH:9]=[C:8]([Cl:10])[CH:7]=[CH:6][C:3]=1/[CH:4]=[C:14](/[C:13](=[O:20])[CH2:12][Cl:11])\[C:15]([O:17][CH2:18][CH3:19])=[O:16]. Reported procedure: A solution 2,4-dichlorobenzaldehyde (4.6 g, 26.1 mmol), ethyl 4-chloro-3-oxobutanoate (4.5 g, 27.4 mmol), benzylamine (165 mg, 1.5 mmol), and acetic acid (118 mg, 2.0 mmol) in isopropyl alcohol (30 mL) stirred at ambient temperature for 96 h. The mixture was diluted with isopropyl alcohol to give a total volume of 50 mL and was saved as a stock solution (0.52 mmol/mL). Reactants: ClC1=C(C=O)C=CC(=C1)Cl (2,4-dichlorobenzaldehyde), ClCC(CC(=O)OCC)=O (ethyl 4-chloro-3-oxobutanoate), C(C1=CC=CC=C1)N (benzylamine), C(C)(=O)O (acetic acid), solution. The product is ClC1=C(\C=C(/C(=O)OCC)\C(CCl)=O)C=CC(=C1)Cl ((Z)-Ethyl 2-(2,4-dichlorobenzylidene)-4-chloro-3-oxobutanoate).